From a dataset of the Open Reaction Database (ORD), a public repository of structured organic reaction records. describe an organic reaction: reactants, conditions, products, and yield Reactants: ClC1=NC(=NC(=N1)OCC(F)(F)F)NC1=CC=C(C(=O)OC(C)(C)C)C=C1 (tert-butyl 4-(4-chloro-6-(2,2,2-trifluoroethoxy)-1,3,5-triazin-2-ylamino)benzoate), BrC=1C=C(C=CC1)C1(CC1)N (1-(3-bromophenyl)cyclopropanamine), CCN(C(C)C)C(C)C (Hunig's Base). Solvent: C1CCOC1 (THF). Reaction conditions: time 16 hour. The product is BrC=1C=C(C=CC1)C1(CC1)NC1=NC(=NC(=N1)OCC(F)(F)F)NC1=CC=C(C(=O)OC(C)(C)C)C=C1 (tert-butyl 4-(4-(1-(3-bromophenyl)cyclopropylamino)-6-(2,2,2-trifluoroethoxy)-1,3,5-triazin-2-ylamino)benzoate). Isolated yield 34.5%. As a reaction SMILES: Cl[C:2]1[N:7]=[C:6]([O:8][CH2:9][C:10]([F:13])([F:12])[F:11])[N:5]=[C:4]([NH:14][C:15]2[CH:27]=[CH:26][C:18]([C:19]([O:21][C:22]([CH3:25])([CH3:24])[CH3:23])=[O:20])=[CH:17][CH:16]=2)[N:3]=1.[Br:28][C:29]1[CH:30]=[C:31]([C:35]2([NH2:38])[CH2:37][CH2:36]2)[CH:32]=[CH:33][CH:34]=1.CCN(C(C)C)C(C)C>C1COCC1>[Br:28][C:29]1[CH:30]=[C:31]([C:35]2([NH:38][C:2]3[N:7]=[C:6]([O:8][CH2:9][C:10]([F:13])([F:12])[F:11])[N:5]=[C:4]([NH:14][C:15]4[CH:27]=[CH:26][C:18]([C:19]([O:21][C:22]([CH3:25])([CH3:24])[CH3:23])=[O:20])=[CH:17][CH:16]=4)[N:3]=3)[CH2:36][CH2:37]2)[CH:32]=[CH:33][CH:34]=1. Procedure: To a solution of tert-butyl 4-(4-chloro-6-(2,2,2-trifluoroethoxy)-1,3,5-triazin-2-ylamino)benzoate (1156 mg, 2 mmol) in THF (10 mL) was added 1-(3-bromophenyl)cyclopropanamine (424 mg, 2.000 mmol) and Hunig's Base (1.747 mL, 10.00 mmol). The resulting mixture was stirred for 16 h. After concentration, the residue was purified by Biotage eluting with 20% ethyl acetate in hexane to give 400 mg (35%) of the desired product as a solid. Reactants: 21-[1-(3-chlorophenyl)-2-(4-pyrrolidin-1-ylpiperidin-1-yl)ethyl]cyclohexanoldihydrochloride, ClC=1C=C(C=CC1)C(C(=O)N1CCC(CC1)N1CCCC1)C1(CCCCC1)O (1-[1-(3-chlorophenyl)-2-(4-pyrrolidin-1-ylpiperidin-1-yl)-2-oxoethyl]cyclohexanol), Cl (HCl). The product is Cl.Cl.ClC=1C=C(C=CC1)C(CN1CCC(CC1)N1CCCC1)C1(CCCCC1)O (1-[1-(3-chlorophenyl)-2-(4-pyrrolidin-1-ylpiperidin-1-yl)ethyl]cyclohexanol dihydrochloride). Reaction SMILES: [Cl:1][C:2]1[CH:3]=[C:4]([CH:8]([C:22]2([OH:28])[CH2:27][CH2:26][CH2:25][CH2:24][CH2:23]2)[C:9]([N:11]2[CH2:16][CH2:15][CH:14]([N:17]3[CH2:21][CH2:20][CH2:19][CH2:18]3)[CH2:13][CH2:12]2)=O)[CH:5]=[CH:6][CH:7]=1.[ClH:29]>>[ClH:1].[ClH:29].[Cl:1][C:2]1[CH:3]=[C:4]([CH:8]([C:22]2([OH:28])[CH2:27][CH2:26][CH2:25][CH2:24][CH2:23]2)[CH2:9][N:11]2[CH2:16][CH2:15][CH:14]([N:17]3[CH2:18][CH2:19][CH2:20][CH2:21]3)[CH2:13][CH2:12]2)[CH:5]=[CH:6][CH:7]=1 |f:2.3.4|. Reported procedure: In an analogous manner to Example 1, step 21-[1-(3-chlorophenyl)-2-(4-pyrrolidin-1-ylpiperidin-1-yl)ethyl]cyclohexanoldihydrochloride was prepared from 1-[1-(3-chlorophenyl)-2-(4-pyrrolidin-1-ylpiperidin-1-yl)-2-oxoethyl]cyclohexanol. MS (ESI) m/z 391/393 ([M+H]+); HRMS: calcd for C23H35ClN2O.2.00 HCl, 462.1971; found (ESI), 391.2497.